This data is from the Open Reaction Database (ORD), a public repository of structured organic reaction records. The task is: describe an organic reaction: reactants, conditions, products, and yield Starting materials: C(C)(C)OC(C)C (isopropyl ether), ClCC(C(C(=O)NC1[C@@H]2N(C(=C(CS2)C)C(=S)OC(C2=CC=CC=C2)C2=CC=CC=C2)C1=O)=NOCC(=O)OC)=O (benzhydryl 7-[4-chloro-2-methoxycarbonylmethoxyimino-3-oxobutyramido]-3-methylthio-3-cephem-4-carboxylate), C1(=CC=CC=C1)OC (anisole), FC(C(=O)O)(F)F (trifluoroacetic acid). Solvent: CCCCCC (n-hexane), ClCCl (dichloromethane). Run at time 1.5 hour. The product is ClCC(C(C(=O)NC1[C@@H]2N(C(=C(CS2)C)C(=S)O)C1=O)=NOCC(=O)OC)=O (7-[4-chloro-2-methoxycarbonylmethoxyimino-3-oxobutyramido]-3-methylthio-3-cephem-4-carboxylic acid). The yield is 79.0%. RXN SMILES: [Cl:1][CH2:2][C:3](=[O:41])[C:4](=[N:34][O:35][CH2:36][C:37]([O:39][CH3:40])=[O:38])[C:5]([NH:7][CH:8]1[C:32](=[O:33])[N:10]2[C:11]([C:16]([O:18]C(C3C=CC=CC=3)C3C=CC=CC=3)=[S:17])=[C:12]([CH3:15])[CH2:13][S:14][C@H:9]12)=[O:6].C1(OC)C=CC=CC=1.FC(F)(F)C(O)=O.C(OC(C)C)(C)C>ClCCl.CCCCCC>[Cl:1][CH2:2][C:3](=[O:41])[C:4](=[N:34][O:35][CH2:36][C:37]([O:39][CH3:40])=[O:38])[C:5]([NH:7][CH:8]1[C:32](=[O:33])[N:10]2[C:11]([C:16]([OH:18])=[S:17])=[C:12]([CH3:15])[CH2:13][S:14][C@H:9]12)=[O:6]. Reported procedure: To a solution of benzhydryl 7-[4-chloro-2-methoxycarbonylmethoxyimino-3-oxobutyramido]-3-methylthio-3-cephem-4-carboxylate (syn isomer) (12.65 g) and anisole (8.5 g) in dichloromethane (30 ml) was added trifluoroacetic acid (36.5 g) under ice-cooling and the mixture was stirred at ambient temperature for 1.5 hours. The reaction mixture was dropwise added to a mixture of isopropyl ether and n-hexane (1:1 400 ml) under stirring. The precipitates were collected by filtration and washed with n-hexan... Reactants: C(C)OC=1C=C(C=CC1OCC)C=1OC=C(N1)CC(C(=O)OC)C(=O)C1=NC=CC=C1C (methyl 2-[2-(3,4-diethoxyphenyl)oxazol-4-ylmethyl]-3-(3-methylpyridin-2-yl)-3-oxopropionate), C(C)(=O)O (acetic acid), Cl (hydrochloric acid), C(O)([O-])=O.[Na+] (sodium hydrogen carbonate). Solvent: C(C)(=O)OCC (ethyl acetate). Conditions: temperature 110 celsius, time 4 hour. The product is C(C)OC=1C=C(C=CC1OCC)C=1OC=C(N1)CCC(=O)C1=NC=CC=C1C (3-[2-(3,4-diethoxyphenyl)oxazol-4-yl]-1-(3-methylpyridin-2-yl)propan-1-one). As a reaction SMILES: [CH2:1]([O:3][C:4]1[CH:5]=[C:6]([C:13]2[O:14][CH:15]=[C:16]([CH2:18][CH:19]([C:24]([C:26]3[C:31]([CH3:32])=[CH:30][CH:29]=[CH:28][N:27]=3)=[O:25])C(OC)=O)[N:17]=2)[CH:7]=[CH:8][C:9]=1[O:10][CH2:11][CH3:12])[CH3:2].C(O)(=O)C.Cl.C(=O)([O-])O.[Na+]>C(OCC)(=O)C>[CH2:1]([O:3][C:4]1[CH:5]=[C:6]([C:13]2[O:14][CH:15]=[C:16]([CH2:18][CH2:19][C:24]([C:26]3[C:31]([CH3:32])=[CH:30][CH:29]=[CH:28][N:27]=3)=[O:25])[N:17]=2)[CH:7]=[CH:8][C:9]=1[O:10][CH2:11][CH3:12])[CH3:2] |f:3.4|. Procedure: A 0.8 g quantity or methyl 2-[2-(3,4-diethoxyphenyl)oxazol-4-ylmethyl]-3-(3-methylpyridin-2-yl)-3-oxopropionate obtained in Example 180 was added to a mixture of 5 ml acetic acid and 1.5 ml of concentrated hydrochloric acid, and the resulting mixture was stirred at 110° C. for 4 hours. After cooling the obtained solution to room temperature, 30 ml of ethyl acetate and 30 ml of saturated sodium hydrogen carbonate solution were gradually added thereto with stirring, and stirring was further contin... The reactants are CCOC(=O)CC(CN=[N+]=[N-])C1CCCC1, CO. Yields the product O=C1CC(C2CCCC2)CN1. RXN SMILES: [CH2:1]([O:3][C:4](=[O:2])[CH2:5][CH:6]([CH:7]1[CH2:8][CH2:9][CH2:10][CH2:11]1)[CH2:12][N:13]=[N+:14]=[N-:15])[CH3:16].[CH3:17][OH:18]>>[O:3]=[C:4]1[CH2:5][CH:6]([CH:7]2[CH2:8][CH2:9][CH2:10][CH2:11]2)[CH2:12][NH:13]1. Reactants: CC[O-], CC[O-], CC[O-], CC[O-], COc1c(F)cccc1C(C)CC(O)(C=O)C(F)(F)F, Cn1ncc2c(N)cccc2c1=O, [Ti+4]. The product is COc1c(F)cccc1C(C)CC(O)(C=Nc1cccc2c(=O)n(C)ncc12)C(F)(F)F. RXN SMILES: [CH3:34][CH2:35][O-:36].[CH3:37][CH2:38][O-:39].[CH3:40][CH2:41][O-:42].[CH3:43][CH2:44][O-:45].[F:1][c:2]1[c:3]([O:19][CH3:20])[c:4]([CH:8]([CH2:9][C:10]([CH:11]=[O:12])([C:13]([F:14])([F:15])[F:16])[OH:17])[CH3:18])[cH:5][cH:6][cH:7]1.[NH2:21][c:22]1[c:23]2[cH:24][n:25][n:26]([CH3:33])[c:27](=[O:32])[c:28]2[cH:29][cH:30][cH:31]1.[Ti+4:46]>>[F:1][c:2]1[c:3]([O:19][CH3:20])[c:4]([CH:8]([CH2:9][C:10]([CH:11]=[N:21][c:22]2[c:23]3[cH:24][n:25][n:26]([CH3:33])[c:27](=[O:32])[c:28]3[cH:29][cH:30][cH:31]2)([C:13]([F:14])([F:15])[F:16])[OH:17])[CH3:18])[cH:5][cH:6][cH:7]1. Starting materials: C1(=CC=CC=C1)P(C1=CC=CC=C1)C1=CC=CC=C1 (triphenylphosphine), CC(C)O (2-propanol), ClC=1C=C(C=CC1Cl)[C@@H]1CN(CCO[C@@H]1C=O)C(=O)OC(C)(C)C (tert-butyl (6R,7S)-6-(3,4-dichlorophenyl)-7-formyl-1,4-oxazepane-4-carboxylate), C[Si](C)(C)C=[N+]=[N-] (trimethylsilyldiazomethane). Reagents/catalysts: C1=CC=C(C=C1)P(C2=CC=CC=C2)C3=CC=CC=C3.C1=CC=C(C=C1)P(C2=CC=CC=C2)C3=CC=CC=C3.C1=CC=C(C=C1)P(C2=CC=CC=C2)C3=CC=CC=C3.[Cl-].[Rh] (chlorotris(triphenylphosphine)rhodium (I)). The solvent is O1CCCC1 (tetrahydrofuran). Run at time 8 hour. Yields the product ClC=1C=C(C=CC1Cl)[C@@H]1CN(CCO[C@@H]1C=C)C(=O)OC(C)(C)C (tert-butyl (6R,7R)-6-(3,4-dichlorophenyl)-7-ethenyl-1,4-oxazepane-4-carboxylate). Yield: 55.3%. Reaction SMILES: [C:1]1(P(C2C=CC=CC=2)C2C=CC=CC=2)C=CC=CC=1.CC(O)C.[Cl:24][C:25]1[CH:26]=[C:27]([C@H:32]2[C@@H:38]([CH:39]=O)[O:37][CH2:36][CH2:35][N:34]([C:41]([O:43][C:44]([CH3:47])([CH3:46])[CH3:45])=[O:42])[CH2:33]2)[CH:28]=[CH:29][C:30]=1[Cl:31].C[Si](C=[N+]=[N-])(C)C>O1CCCC1.C1C=CC(P(C2C=CC=CC=2)C2C=CC=CC=2)=CC=1.C1C=CC(P(C2C=CC=CC=2)C2C=CC=CC=2)=CC=1.C1C=CC(P(C2C=CC=CC=2)C2C=CC=CC=2)=CC=1.[Cl-].[Rh]>[Cl:24][C:25]1[CH:26]=[C:27]([C@H:32]2[C@@H:38]([CH:39]=[CH2:1])[O:37][CH2:36][CH2:35][N:34]([C:41]([O:43][C:44]([CH3:46])([CH3:47])[CH3:45])=[O:42])[CH2:33]2)[CH:28]=[CH:29][C:30]=1[Cl:31] |f:5.6.7.8.9|. Procedure details: To a solution of chlorotris(triphenylphosphine)rhodium (I) (0.12 g) and triphenylphosphine (1.5 g) in tetrahydrofuran (5 ml) was added 2-propanol (0.44 ml), and tert-butyl (6R,7S)-6-(3,4-dichlorophenyl)-7-formyl-1,4-oxazepane-4-carboxylate (2.0 g) was added. To the reaction mixture was added trimethylsilyldiazomethane (2 M diethyl ether solution, 5.2 ml), and the mixture was stirred at room temperature overnight. The solvent was evaporated under reduced pressure, and the residue was purified by ...